Dataset: the Open Reaction Database (ORD), a public repository of structured organic reaction records. Task: describe an organic reaction: reactants, conditions, products, and yield The reactants are C=Cc1ccc(N2CCN(C)CC2)nc1, C[Si](C)(C)CCOCn1nc(I)c2ccc(C=O)cc21. The product is CN1CCN(c2ccc(C=Cc3nn(COCC[Si](C)(C)C)c4cc(C=O)ccc34)cn2)CC1. RXN SMILES: [CH3:1][N:2]1[CH2:3][CH2:4][N:5]([c:8]2[n:9][cH:10][c:11]([CH:14]=[CH2:15])[cH:12][cH:13]2)[CH2:6][CH2:7]1.[I:16][c:17]1[n:18][n:19]([CH2:28][O:29][CH2:30][CH2:31][Si:32]([CH3:33])([CH3:34])[CH3:35])[c:20]2[cH:21][c:22]([CH:26]=[O:27])[cH:23][cH:24][c:25]12>>[CH3:1][N:2]1[CH2:3][CH2:4][N:5]([c:8]2[n:9][cH:10][c:11]([CH:14]=[CH:15][c:17]3[n:18][n:19]([CH2:28][O:29][CH2:30][CH2:31][Si:32]([CH3:33])([CH3:34])[CH3:35])[c:20]4[cH:21][c:22]([CH:26]=[O:27])[cH:23][cH:24][c:25]34)[cH:12][cH:13]2)[CH2:6][CH2:7]1. Reactants: S1C(=NC=C1)NN (thiazol-2-ylhydrazine), C(C)OC(C=C(CC(OCC)OCC)OCC)=O (3,5,5-triethoxy-pent-2-enoic acid ethyl ester). Run in C(C)(=O)O (acetic acid). Product: C(C)OC(CC=1N(N=CC1)C=1SC=CN1)=O ((2-thiazol-2-yl-2H-pyrazol-3-yl)-acetic acid ethyl ester). RXN SMILES: [S:1]1[CH:5]=[CH:4][N:3]=[C:2]1[NH:6][NH2:7].[CH2:8]([O:10][C:11](=[O:25])[CH:12]=[C:13](OCC)[CH2:14][CH:15](OCC)OCC)[CH3:9]>C(O)(=O)C>[CH2:8]([O:10][C:11](=[O:25])[CH2:12][C:13]1[N:6]([C:2]2[S:1][CH:5]=[CH:4][N:3]=2)[N:7]=[CH:15][CH:14]=1)[CH3:9]. Reported procedure: A mixture of thiazol-2-ylhydrazine (2.2 g, 19.1 mmol) and 3,5,5-triethoxy-pent-2-enoic acid ethyl ester (70% purity, 7.1 g, 19.1 mmol) is refluxed in acetic acid overnight. Acetic acid is removed. To the residue is added NaHCO3 (aq.) (40 mL) and ethyl acetate (100 mL). The insoluble material is filtered. The organic layer is dried and solvent removed. The crude is subjected to column separation (hexane/ethyl acetate 3:1) to give (2-thiazol-2-yl-2H-pyrazol-3-yl)-acetic acid ethyl ester as an oil. Starting materials: CC1(C)OB(c2ccc(N)cc2)OC1(C)C, COCCOC, CCO, CCOC(C)=O, CC1COCCN1c1cc(C(C)(C)S(=O)(=O)c2cc(F)cc(F)c2)nc(Cl)n1, [Na+], [Na+], O=C([O-])[O-], CN(C)C=O, O, Cl[Pd]Cl, c1ccc(P(c2ccccc2)c2ccccc2)cc1, c1ccc(P(c2ccccc2)c2ccccc2)cc1. The product is CC1COCCN1c1cc(C(C)(C)S(=O)(=O)c2cc(F)cc(F)c2)nc(-c2ccc(N)cc2)n1. As a reaction SMILES: [CH3:29][C:30]1([CH3:31])[C:32]([CH3:33])([CH3:34])[O:35][B:36]([c:37]2[cH:38][cH:39][c:40]([NH2:41])[cH:42][cH:43]2)[O:44]1.[CH3:56][O:57][CH2:58][CH2:59][O:60][CH3:61].[CH3:62][CH2:63][OH:64].[CH3:66][CH2:67][O:68][C:69](=[O:70])[CH3:71].[Cl:1][c:2]1[n:3][c:4]([N:22]2[CH:23]([CH3:28])[CH2:24][O:25][CH2:26][CH2:27]2)[cH:5][c:6]([C:8]([CH3:9])([CH3:10])[S:11](=[O:12])(=[O:13])[c:14]2[cH:15][c:16]([F:21])[cH:17][c:18]([F:20])[cH:19]2)[n:7]1.[Na+:45].[Na+:46].[O-:47][C:48](=[O:49])[O-:50].[O:51]=[CH:52][N:53]([CH3:54])[CH3:55].[OH2:65].[Pd:72]([Cl:73])[Cl:74].[c:75]1([P:76]([c:77]2[cH:78][cH:79][cH:80][cH:81][cH:82]2)[c:83]2[cH:84][cH:85][cH:86][cH:87][cH:88]2)[cH:89][cH:90][cH:91][cH:92][cH:93]1.[c:94]1([P:95]([c:96]2[cH:97][cH:98][cH:99][cH:100][cH:101]2)[c:102]2[cH:103][cH:104][cH:105][cH:106][cH:107]2)[cH:108][cH:109][cH:110][cH:111][cH:112]1>>[c:2]1(-[c:37]2[cH:38][cH:39][c:40]([NH2:41])[cH:42][cH:43]2)[n:3][c:4]([N:22]2[CH:23]([CH3:28])[CH2:24][O:25][CH2:26][CH2:27]2)[cH:5][c:6]([C:8]([CH3:9])([CH3:10])[S:11](=[O:12])(=[O:13])[c:14]2[cH:15][c:16]([F:21])[cH:17][c:18]([F:20])[cH:19]2)[n:7]1. Starting materials: OS(=O)[O-].[Na+] (NaHSO3), COC(=O)C=1NC=C(C1)C=O (4-formyl-1H-pyrrole-2-carboxylic acid methyl ester), [O-][Mn](=O)(=O)=O.[K+] (KMnO4). Solvent: CC(=O)C.O (acetone water), CC(=O)C.O (acetone water). Reaction conditions: time 3 hour. Product: COC(=O)C=1NC=C(C1)C(=O)O (1H-pyrrole-2,4-dicarboxylic acid 2-methyl ester). Reaction SMILES: [CH3:1][O:2][C:3]([C:5]1[NH:6][CH:7]=[C:8]([CH:10]=[O:11])[CH:9]=1)=[O:4].[O-:12][Mn](=O)(=O)=O.[K+].OS([O-])=O.[Na+]>CC(C)=O.O>[CH3:1][O:2][C:3]([C:5]1[NH:6][CH:7]=[C:8]([C:10]([OH:12])=[O:11])[CH:9]=1)=[O:4] |f:1.2,3.4,5.6|. Procedure details: To a solution of 4-formyl-1H-pyrrole-2-carboxylic acid methyl ester (589 mg) in acetone/water (50 mL, 1:1) was added a solution of KMnO4 in acetone/water (70 mL, 1:1) dropwise within one hour. The mixture was stirred for 3 h at RT whereupon it was poured into a solution of NaHSO3 (10% in 1 N HCl, 100 mL). The resulting mixture was extracted with ethyl acetate. The combined organic phases were washed with water and extracted with 2N aqueous K2CO3 solution. The basic aqueous phase was acidified wi... Reactants: O=C([O-])[O-], CC(C)c1cc(C(C)C)c(-c2ccccc2P(C2CCCCC2)C2CCCCC2)c(C(C)C)c1, CC1(C)OCC(C(C)(C)Oc2cc(Cl)nc(SCc3cccc(F)c3F)n2)O1, [Cs+], [Cs+], NS(=O)(=O)N1CCC1, O=C(C=Cc1ccccc1)C=Cc1ccccc1, O=C(C=Cc1ccccc1)C=Cc1ccccc1, C1COCCO1, O=C(C=Cc1ccccc1)C=Cc1ccccc1, [Pd], [Pd]. The product is CC1(C)OCC(C(C)(C)Oc2cc(NS(=O)(=O)N3CCC3)nc(SCc3cccc(F)c3F)n2)O1. Reaction SMILES: [C:43](=[O:44])([O-:45])[O-:46].[CH:9]1([P:10]([CH:11]2[CH2:12][CH2:13][CH2:14][CH2:15][CH2:16]2)[c:17]2[cH:18][cH:19][cH:20][cH:21][c:22]2-[c:23]2[c:24]([CH:25]([CH3:26])[CH3:27])[cH:28][c:29]([CH:30]([CH3:31])[CH3:32])[cH:33][c:34]2[CH:35]([CH3:36])[CH3:37])[CH2:38][CH2:39][CH2:40][CH2:41][CH2:42]1.[Cl:49][c:50]1[n:51][c:52]([S:67][CH2:68][c:69]2[c:70]([F:76])[c:71]([F:75])[cH:72][cH:73][cH:74]2)[n:53][c:54]([O:56][C:57]([CH3:58])([CH3:59])[CH:60]2[O:61][C:62]([CH3:65])([CH3:66])[O:63][CH2:64]2)[cH:55]1.[Cs+:47].[Cs+:48].[N:1]1([S:5](=[O:6])(=[O:7])[NH2:8])[CH2:2][CH2:3][CH2:4]1.[O:103]=[C:104]([CH:105]=[CH:106][c:107]1[cH:108][cH:109][cH:110][cH:111][cH:112]1)[CH:113]=[CH:114][c:115]1[cH:116][cH:117][cH:118][cH:119][cH:120]1.[O:121]=[C:122]([CH:123]=[CH:124][c:125]1[cH:126][cH:127][cH:128][cH:129][cH:130]1)[CH:131]=[CH:132][c:133]1[cH:134][cH:135][cH:136][cH:137][cH:138]1.[O:77]1[CH2:78][CH2:79][O:80][CH2:81][CH2:82]1.[O:85]=[C:86]([CH:87]=[CH:88][c:89]1[cH:90][cH:91][cH:92][cH:93][cH:94]1)[CH:95]=[CH:96][c:97]1[cH:98][cH:99][cH:100][cH:101][cH:102]1.[Pd:83].[Pd:84]>>[N:1]1([S:5](=[O:6])(=[O:7])[NH:8][c:50]2[n:51][c:52]([S:67][CH2:68][c:69]3[c:70]([F:76])[c:71]([F:75])[cH:72][cH:73][cH:74]3)[n:53][c:54]([O:56][C:57]([CH3:58])([CH3:59])[CH:60]3[O:61][C:62]([CH3:65])([CH3:66])[O:63][CH2:64]3)[cH:55]2)[CH2:2][CH2:3][CH2:4]1. Reactants: COc1ccc(CC(=O)O)cc1Br, Br, CC(=O)O. Yields the product O=C(O)Cc1ccc(O)c(Br)c1. Reaction SMILES: [Br:1][c:2]1[cH:3][c:4]([CH2:10][C:11](=[O:12])[OH:13])[cH:5][cH:6][c:7]1[O:8][CH3:9].[BrH:14].[CH3:15][C:16](=[O:17])[OH:18]>>[Br:1][c:2]1[cH:3][c:4]([CH2:10][C:11](=[O:12])[OH:13])[cH:5][cH:6][c:7]1[OH:8]. Starting materials: BrCc1ccccc1, O=C([O-])[O-], O=C([O-])O, CN(C)C=O, CCOC(=O)c1ccc2c(C3CCCCC3)c3n(c2n1)CCC(=O)c1cc(O)ccc1-3, [K+], [K+], [Na+]. Yields the product CCOC(=O)c1ccc2c(C3CCCCC3)c3n(c2n1)CCC(=O)c1cc(OCc2ccccc2)ccc1-3. As a reaction SMILES: [Br:38][CH2:39][c:40]1[cH:41][cH:42][cH:43][cH:44][cH:45]1.[C:32](=[O:33])([O-:34])[O-:35].[C:46](=[O:47])([O-:48])[OH:49].[CH3:51][N:52]([CH3:53])[CH:54]=[O:55].[CH:1]1([c:7]2[c:8]3[c:9]([n:10]4[c:16]2-[c:15]2[c:14]([cH:20][c:19]([OH:21])[cH:18][cH:17]2)[C:13](=[O:22])[CH2:12][CH2:11]4)[n:23][c:24]([C:27](=[O:28])[O:29][CH2:30][CH3:31])[cH:25][cH:26]3)[CH2:2][CH2:3][CH2:4][CH2:5][CH2:6]1.[K+:36].[K+:37].[Na+:50]>>[CH:1]1([c:7]2[c:8]3[c:9]([n:10]4[c:16]2-[c:15]2[c:14]([cH:20][c:19]([O:21][CH2:39][c:40]5[cH:41][cH:42][cH:43][cH:44][cH:45]5)[cH:18][cH:17]2)[C:13](=[O:22])[CH2:12][CH2:11]4)[n:23][c:24]([C:27](=[O:28])[O:29][CH2:30][CH3:31])[cH:25][cH:26]3)[CH2:2][CH2:3][CH2:4][CH2:5][CH2:6]1. Product: FC1=CC=C(C=C1)C(O)C1(CC1)N1N=CN=C1 (4-Fluorophenyl 1-(1, 2, 4-triazol-1-yl)-cyclopropyl carbinol). Run in CO (methanol). The reactants are [BH4-].[Na+] (sodium borohydride), N1(N=CN=C1)C1(CC1)C(=O)C1=CC=C(C=C1)F (4-fluorophenyl 1-(1, 2, 4-triazol-1-yl)-cyclopropyl ketone). Procedure details: 1.2 g of sodium borohydride were added to a solution of 13.8 g (0.06 mol) of 4-fluorophenyl 1-(1, 2, 4-triazol-1-yl)-cyclopropyl ketone in 50 ml of methanol, the mixture was refluxed for 1 hour, and 12.4 g (89%) of the title compound, melting point 104°-106° C., were isolated by working up using dichloromethane/water. As a reaction SMILES: [BH4-].[Na+].[N:3]1([C:8]2([C:11]([C:13]3[CH:18]=[CH:17][C:16]([F:19])=[CH:15][CH:14]=3)=[O:12])[CH2:10][CH2:9]2)[CH:7]=[N:6][CH:5]=[N:4]1>CO>[F:19][C:16]1[CH:17]=[CH:18][C:13]([CH:11]([C:8]2([N:3]3[CH:7]=[N:6][CH:5]=[N:4]3)[CH2:10][CH2:9]2)[OH:12])=[CH:14][CH:15]=1 |f:0.1|. Isolated yield 88.6%. Reactants: [Al+3], CNS(=O)(=O)Cc1cc(Br)c2[nH]cc(CC3CCCN3C(=O)OCc3ccccc3)c2c1, [H-], [H-], [H-], [H-], [Li+], C1CCOC1, O. The product is CNS(=O)(=O)Cc1cc(Br)c2[nH]cc(CC3CCCN3C)c2c1. RXN SMILES: [Al+3:2].[CH2:7]([O:8][C:15](=[O:9])[N:17]1[CH:18]([CH2:22][c:23]2[cH:24][nH:25][c:26]3[c:27]([Br:38])[cH:28][c:29]([CH2:32][S:33](=[O:34])(=[O:35])[NH:36][CH3:37])[cH:30][c:31]23)[CH2:19][CH2:20][CH2:21]1)[c:10]1[cH:11][cH:12][cH:13][cH:14][cH:16]1.[H-:1].[H-:4].[H-:5].[H-:6].[Li+:3].[O:39]1[CH2:40][CH2:41][CH2:42][CH2:43]1.[OH2:44]>>[CH3:15][N:17]1[CH:18]([CH2:22][c:23]2[cH:24][nH:25][c:26]3[c:27]([Br:38])[cH:28][c:29]([CH2:32][S:33](=[O:34])(=[O:35])[NH:36][CH3:37])[cH:30][c:31]23)[CH2:19][CH2:20][CH2:21]1. Starting materials: CC1=C(C(=CC=C1)C)NC1CCN(CC1)C(=O)OCC (ethyl 4-[(2,6-dimethylphenyl)amino]-1-piperidinecarboxylate), N1=CC=CC=C1 (pyridine), C1(=CC=CC=C1)CC(=O)Cl (benzeneacetyl chloride). Solvent: C1=CC=CC=C1 (benzene), C1=CC=CC=C1 (benzene). Product: CC1=C(C(=CC=C1)C)N(C(CC1=CC=CC=C1)=O)C1CCN(CC1)C(=O)OCC (ethyl 4-[N-(2,6-dimethylphenyl)-N-(phenylacetyl)amino]-1-piperidinecarboxylate). As a reaction SMILES: [CH3:1][C:2]1[CH:7]=[CH:6][CH:5]=[C:4]([CH3:8])[C:3]=1[NH:9][CH:10]1[CH2:15][CH2:14][N:13]([C:16]([O:18][CH2:19][CH3:20])=[O:17])[CH2:12][CH2:11]1.N1C=CC=CC=1.[C:27]1([CH2:33][C:34](Cl)=[O:35])[CH:32]=[CH:31][CH:30]=[CH:29][CH:28]=1>C1C=CC=CC=1>[CH3:1][C:2]1[CH:7]=[CH:6][CH:5]=[C:4]([CH3:8])[C:3]=1[N:9]([CH:10]1[CH2:15][CH2:14][N:13]([C:16]([O:18][CH2:19][CH3:20])=[O:17])[CH2:12][CH2:11]1)[C:34](=[O:35])[CH2:33][C:27]1[CH:32]=[CH:31][CH:30]=[CH:29][CH:28]=1. Procedure: to a stirred solution of 8 parts of ethyl 4-[(2,6-dimethylphenyl)amino]-1-piperidinecarboxylate in 4 parts of pyridine and 80 parts of benzene are added dropwise 7.7 parts of benzeneacetyl chloride in 40 parts of benzene. After the addition is complete, the whole is heated to reflux and stirred at reflux temperature for 3h. 45. The reaction mixture is cooled and filtered. The benzene-phase is washed with water and then with sodium hydrogen carbonate solution and with water. After evaporation, an...